Dataset: the Open Reaction Database (ORD), a public repository of structured organic reaction records. Task: describe an organic reaction: reactants, conditions, products, and yield Starting materials: CC(O)(c1ccc2cc(Br)ccc2n1)C(F)(F)F, C1CCOC1, CS(=O)(=O)Cl, [H-], [Na+]. Yields the product CC(OS(C)(=O)=O)(c1ccc2cc(Br)ccc2n1)C(F)(F)F. Reaction SMILES: [Br:1][c:2]1[cH:3][c:4]2[cH:5][cH:6][c:7]([C:12]([C:13]([F:14])([F:15])[F:16])([CH3:17])[OH:18])[n:8][c:9]2[cH:10][cH:11]1.[CH2:26]1[O:27][CH2:28][CH2:29][CH2:30]1.[CH3:21][S:22]([Cl:23])(=[O:24])=[O:25].[H-:19].[Na+:20]>>[Br:1][c:2]1[cH:3][c:4]2[cH:5][cH:6][c:7]([C:12]([C:13]([F:14])([F:15])[F:16])([CH3:17])[O:18][S:22]([CH3:21])(=[O:24])=[O:25])[n:8][c:9]2[cH:10][cH:11]1. The reactants are Cl, C1COCCO1, Cc1c(C)c2c(c(C)c1O)C(=O)CC(C)(COc1ccc(CC3SC(=O)N(CC(=O)OC(C)(C)C)C3=O)cc1)O2. Yields the product Cc1c(C)c2c(c(C)c1O)C(=O)CC(C)(COc1ccc(CC3SC(=O)N(CC(=O)O)C3=O)cc1)O2. Reaction SMILES: [ClH:41].[O:42]1[CH2:43][CH2:44][O:45][CH2:46][CH2:47]1.[OH:1][c:2]1[c:3]([CH3:40])[c:4]2[c:9]([c:10]([CH3:13])[c:11]1[CH3:12])[O:8][C:7]([CH3:14])([CH2:15][O:16][c:17]1[cH:18][cH:19][c:20]([CH2:21][CH:22]3[C:23](=[O:36])[N:24]([CH2:28][C:29](=[O:30])[O:31][C:32]([CH3:33])([CH3:34])[CH3:35])[C:25](=[O:27])[S:26]3)[cH:37][cH:38]1)[CH2:6][C:5]2=[O:39]>>[OH:1][c:2]1[c:3]([CH3:40])[c:4]2[c:9]([c:10]([CH3:13])[c:11]1[CH3:12])[O:8][C:7]([CH3:14])([CH2:15][O:16][c:17]1[cH:18][cH:19][c:20]([CH2:21][CH:22]3[C:23](=[O:36])[N:24]([CH2:28][C:29](=[O:30])[OH:31])[C:25](=[O:27])[S:26]3)[cH:37][cH:38]1)[CH2:6][C:5]2=[O:39]. Reactants: CC(C)([O-])C.[K+] (potassium t-butoxide), C[Si](O[C@@H]1CC2=CC=C3[C@@H]4CCC([C@@]4(C)CC[C@@H]3[C@]2([C@H](C1)O[Si](CC)(CC)CC)C)=O)(C(C(C)C)(C)C)C ((1α,3β)-3-[[dimethyl(1,1,2-trimethylpropyl)silyl]oxy]-1-[(triethylsilyl)oxy]androsta-5,7-dien-17-one), C(C)(=O)O (acetic acid). Reagents/catalysts: [Br-].C(C)[P+](C1=CC=CC=C1)(C1=CC=CC=C1)C1=CC=CC=C1 (ethyl triphenylphosphonium bromide). Solvent: C1(=CC=CC=C1)C (toluene), C1(=CC=CC=C1)C (toluene). Reaction conditions: time 2 hour. Product: C[Si](C(C(C)C)(C)C)(O[C@@H]1CC2=CC=C3[C@@H]4CC/C(=C/C)/[C@]4(CC[C@@H]3[C@]2([C@H](C1)O[Si](CC)(CC)CC)C)C)C ((1α,3β,17Z)-dimethyl[[1-[(triethylsilyl)oxy]pregna-5,7,17(20)-trien-3-yl]oxy](1,1,2-trimethylpropyl)silane). Yield: 92.2%. Reaction SMILES: [CH3:1][C:2](C)([O-])C.[K+].[CH3:7][Si:8]([CH3:44])([C:38]([CH3:43])([CH3:42])[CH:39]([CH3:41])[CH3:40])[O:9][C@H:10]1[CH2:27][C@H:26]([O:28][Si:29]([CH2:34][CH3:35])([CH2:32][CH3:33])[CH2:30][CH3:31])[C@@:25]2([CH3:36])[C:12](=[CH:13][CH:14]=[C:15]3[C@@H:24]2[CH2:23][CH2:22][C@@:20]2([CH3:21])[C@H:16]3[CH2:17][CH2:18][C:19]2=O)[CH2:11]1.C(O)(=O)C>[Br-].C([P+](C1C=CC=CC=1)(C1C=CC=CC=1)C1C=CC=CC=1)C.C1(C)C=CC=CC=1>[CH3:44][Si:8]([CH3:7])([O:9][C@H:10]1[CH2:27][C@H:26]([O:28][Si:29]([CH2:30][CH3:31])([CH2:32][CH3:33])[CH2:34][CH3:35])[C@@:25]2([CH3:36])[C:12](=[CH:13][CH:14]=[C:15]3[C@@H:24]2[CH2:23][CH2:22][C@@:20]2([CH3:21])[C@H:16]3[CH2:17][CH2:18]/[C:19]/2=[CH:1]/[CH3:2])[CH2:11]1)[C:38]([CH3:43])([CH3:42])[CH:39]([CH3:40])[CH3:41] |f:0.1,4.5|. Procedure details: A 2-L three-necked flask equipped with a mechanical stirrer and an Ar-inlet tube was charged with 90.0 g (242 mmol) of ethyl triphenylphosphonium bromide and 480 mL of toluene. To the suspension, 27.2g (242 mmol) of potassium t-butoxide was added. After stirring at room temperature for 2 hr, the orange-red mixture was cooled with an ice-water bath. Then, 96.8 g (173 mmol) of (1α,3β)-3-[[dimethyl(1,1,2-trimethylpropyl)silyl]oxy]-1-[(triethylsilyl)oxy]androsta-5,7-dien-17-one was added with the ai... The reactants are C1COCCN1, O=C(CCl)Nc1nc2c(Oc3cc(-c4ccc(C(F)(F)F)cc4)ncn3)cccc2s1, ClCCl. Yields the product O=C(CN1CCOCC1)Nc1nc2c(Oc3cc(-c4ccc(C(F)(F)F)cc4)ncn3)cccc2s1. As a reaction SMILES: [CH2:32]1[CH2:33][O:34][CH2:35][CH2:36][NH:37]1.[Cl:1][CH2:2][C:3](=[O:4])[NH:5][c:6]1[s:7][c:8]2[c:9]([n:10]1)[c:11]([O:15][c:16]1[n:17][cH:18][n:19][c:20](-[c:22]3[cH:23][cH:24][c:25]([C:28]([F:29])([F:30])[F:31])[cH:26][cH:27]3)[cH:21]1)[cH:12][cH:13][cH:14]2.[Cl:38][CH2:39][Cl:40]>>[CH2:2]([C:3](=[O:4])[NH:5][c:6]1[s:7][c:8]2[c:9]([n:10]1)[c:11]([O:15][c:16]1[n:17][cH:18][n:19][c:20](-[c:22]3[cH:23][cH:24][c:25]([C:28]([F:29])([F:30])[F:31])[cH:26][cH:27]3)[cH:21]1)[cH:12][cH:13][cH:14]2)[N:37]1[CH2:32][CH2:33][O:34][CH2:35][CH2:36]1. The reactants are CNC(=O)N1N=C(C2=C(C=C1C)C=CC(=C2)Cl)C2=CC(=C(C=C2)[N+](=O)[O-])C (8-chloro-4-methyl-1-(3-methyl-4-nitrophenyl)-3H-2,3-benzodiazepine 3-carboxylic acid methyl amide), O.NN (hydrazine hydrate). Reagents/catalysts: [Ni] (Raney nickel). Solvent: CO (methanol), ClCCl (dichloromethane). Run at time 1 hour. Product: CNC(=O)N1N=C(C2=C(C=C1C)C=CC(=C2)Cl)C2=CC(=C(C=C2)N)C (1-(4-Amino-3-methylphenyl)-8-chloro-4-methyl-3H-2,3-benzodiazepine-3-carboxylic acid methyl amide). The yield is 77.8%. As a reaction SMILES: [CH3:1][NH:2][C:3]([N:5]1[C:11]([CH3:12])=[CH:10][C:9]2[CH:13]=[CH:14][C:15]([Cl:17])=[CH:16][C:8]=2[C:7]([C:18]2[CH:23]=[CH:22][C:21]([N+:24]([O-])=O)=[C:20]([CH3:27])[CH:19]=2)=[N:6]1)=[O:4].O.NN>CO.ClCCl.[Ni]>[CH3:1][NH:2][C:3]([N:5]1[C:11]([CH3:12])=[CH:10][C:9]2[CH:13]=[CH:14][C:15]([Cl:17])=[CH:16][C:8]=2[C:7]([C:18]2[CH:23]=[CH:22][C:21]([NH2:24])=[C:20]([CH3:27])[CH:19]=2)=[N:6]1)=[O:4] |f:1.2|. Procedure details: 10.89 g (28 mmoles) 8-chloro-4-methyl-1-(3-methyl-4-nitrophenyl)-3H-2,3-benzodiazepine 3-carboxylic acid methyl amide are dissolved in the mixture of 190 ml of methanol and 95 ml of dichloromethane, and about 5.0 g of wet Raney nickel catalyst and 3.5 ml (70 mmoles) of 98% hydrazine hydrate are subsequently added to it under vigorous stirring. The mixture is stirred for further 1 hour, the catalyst is filtered off, washed with dichloro-methane, the filtrate is evaporated and the residue is solid...